This data is from the Open Reaction Database (ORD), a public repository of structured organic reaction records. The task is: describe an organic reaction: reactants, conditions, products, and yield The reactants are [N+](=O)([O-])C=1C=CC2=C(C(C(O2)(F)F)(F)F)C1 (5-nitro-2,2,3,3-tetrafluorobenzofuran). Reagents/catalysts: [Pt]=O (platinum oxide). Solvent: CO (methanol). Product: NC=1C=CC2=C(C(C(O2)(F)F)(F)F)C1 (5-amino-2,2,3,3-tetrafluorobenzofuran). Isolated yield 94.4%. Reaction SMILES: [N+:1]([C:4]1[CH:5]=[CH:6][C:7]2[O:11][C:10]([F:13])([F:12])[C:9]([F:15])([F:14])[C:8]=2[CH:16]=1)([O-])=O>CO.[Pt]=O>[NH2:1][C:4]1[CH:5]=[CH:6][C:7]2[O:11][C:10]([F:12])([F:13])[C:9]([F:15])([F:14])[C:8]=2[CH:16]=1. Procedure: Hydrogenation of 2.15 g (0.011 mole) of 5-nitro-2,2,3,3-tetrafluorobenzofuran (prepared as in Example 1, Part A) with a catalytic amount (0.25 g) of platinum oxide in 150 ml of methanol produced 2.15 g of 5-amino-2,2,3,3-tetrafluorobenzofuran.